describe an organic reaction: reactants, conditions, products, and yield From a dataset of the Open Reaction Database (ORD), a public repository of structured organic reaction records. The reactants are BrC=1C=C(C#N)C=CC1F (3-Bromo-4-flurobenzonitrile), C(C1=CC=CC=C1)O (benzyl alcohol), [H-].[Na+] (sodium hydride), oil. The solvent is C1CCOC1 (THF). The product is C(C1=CC=CC=C1)OC1=C(C=C(C#N)C=C1)Br (4-benzyloxy-3-bromobenzonitrile). Isolated yield 90.0%. Reaction SMILES: [Br:1][C:2]1[CH:3]=[C:4]([CH:7]=[CH:8][C:9]=1F)[C:5]#[N:6].[CH2:11]([OH:18])[C:12]1[CH:17]=[CH:16][CH:15]=[CH:14][CH:13]=1.[H-].[Na+]>C1COCC1>[CH2:11]([O:18][C:9]1[CH:8]=[CH:7][C:4]([C:5]#[N:6])=[CH:3][C:2]=1[Br:1])[C:12]1[CH:17]=[CH:16][CH:15]=[CH:14][CH:13]=1 |f:2.3|. Procedure: 3-Bromo-4-flurobenzonitrile (3.00 g, 15 mmol), benzyl alcohol (1.71 ml, 16.5 mmol) and THF (40 ml) are combined and treated with 60% sodium hydride in oil (0.66 g, 16.5 mmol). The reaction mixture is heated to reflux under nitrogen for 3 hours. Aqueous workup and chromatographic purification (cyclohexane:dichloromethane, 3:1) yields 4-benzyloxy-3-bromobenzonitrile as a white solid (3.88 g, 13.5 mmol). A portion of this material (2.64 g, 9.16 mmol) in THF (25 ml) is treated with a 1 M solution of... Starting materials: COC(=O)CCC(=O)Cl (3-Methoxycarbonylpropionyl chloride), ONC(CC1=CC=C(C=C1)OC)=N (N-hydroxy-2-(4-methoxyphenyl)ethaneimidamide). Run in C(C)#N (acetonitrile), N1=CC=CC=C1 (pyridine), C(C)(=O)OCC (ethyl acetate). Reaction conditions: time 3 hour. Yields the product COC1=CC=C(C=C1)CC1=NOC(=N1)CCC(=O)OC (methyl 3-[3-(4-methoxyphenyl)methyl-1,2,4-oxadiazol-5-yl]propionate). Yield: 54.4%. RXN SMILES: [CH3:1][O:2][C:3]([CH2:5][CH2:6][C:7](Cl)=[O:8])=[O:4].O[NH:11][C:12](=[NH:22])[CH2:13][C:14]1[CH:19]=[CH:18][C:17]([O:20][CH3:21])=[CH:16][CH:15]=1>C(#N)C.N1C=CC=CC=1.C(OCC)(=O)C>[CH3:21][O:20][C:17]1[CH:18]=[CH:19][C:14]([CH2:13][C:12]2[N:11]=[C:7]([CH2:6][CH2:5][C:3]([O:2][CH3:1])=[O:4])[O:8][N:22]=2)=[CH:15][CH:16]=1. Procedure details: 3-Methoxycarbonylpropionyl chloride (4.5 g) was added dropwise to a mixed solution of N-hydroxy-2-(4-methoxyphenyl)ethaneimidamide (3 g) in acetonitrile (20 ml) and pyridine (5 ml) under ice-cooling. The reaction mixture was stirred at room temperature for 3 hours, which was diluted with ethyl acetate. The reaction mixture was washed twice with 2N hydrochloric acid and water, then dried and concentrated. The obtained residue was dissolved in pyridine (20 ml) and stirred under heating at 100° C. ... The reactants are CC(C)([O-])C.[K+] (Potassium tert-butoxide), triethylphosphonyl acetate, FC=1C=C(C=CC1)S(=O)(=O)C=1C=C2C=CC=C(C2=CC1)C=O (6-(3-Fluoro-benzenesulfonyl)-naphthalene-1-carbaldehyde), C1CCOC1 (THF). Run at time 18 hour. The product is C(C)OC(C=CC1=CC=CC2=CC(=CC=C12)S(=O)(=O)C1=CC(=CC=C1)F)=O (3-[6-(3-fluoro-benzenesulfonyl)-naphthalen-1-yl]-acrylic acid ethyl ester). As a reaction SMILES: CC(C)([O-:4])C.[K+].[F:7][C:8]1[CH:9]=[C:10]([S:14]([C:17]2[CH:18]=[C:19]3[C:24](=[CH:25][CH:26]=2)[C:23]([CH:27]=O)=[CH:22][CH:21]=[CH:20]3)(=[O:16])=[O:15])[CH:11]=[CH:12][CH:13]=1.[CH2:29]1[CH2:33][O:32][CH2:31][CH2:30]1>>[CH2:33]([O:32][C:31](=[O:4])[CH:30]=[CH:27][C:23]1[C:24]2[C:19](=[CH:18][C:17]([S:14]([C:10]3[CH:11]=[CH:12][CH:13]=[C:8]([F:7])[CH:9]=3)(=[O:16])=[O:15])=[CH:26][CH:25]=2)[CH:20]=[CH:21][CH:22]=1)[CH3:29] |f:0.1|. Reported procedure: Potassium tert-butoxide (6.5 mL of 1M THF solution) was added dropwise to 1.3 mL of triethylphosphonyl acetate (6.5 mmol) at 0° C. This solution was then added dropwise to a room temperature solution of 6-(3-Fluoro-benzenesulfonyl)-naphthalene-1-carbaldehyde (1.7 g, 5.4 mmol) in 100 mL THF. The reaction mixture was stirred for 18 hours at room temperature, then quenched with dilute aqueous HCl. The mixture was extracted with EtOAc, and the combined organic layers were washed with brine, dried ov...